Dataset: the Open Reaction Database (ORD), a public repository of structured organic reaction records. Task: describe an organic reaction: reactants, conditions, products, and yield Starting materials: C(C)(C)N(C(C)C)CC (N,N-diisopropylethylamine), C1(=CC=CC=C1)COC(=O)NN (N-[(phenylmethoxy)carbonyl]hydrazine), BrCC(=O)OC(C)(C)C (t-butyl bromoacetate). Run in CN(C=O)C (dimethylformamide), CN(C=O)C (dimethylformamide), CN(C=O)C (dimethylformamide). Run at time 1 day. The product is C1(=CC=CC=C1)COC(=O)NNCC(=O)OC(C)(C)C ([2-[(Phenylmethoxy)carbonyl]hydrazino]acetic acid, 1,1-dimethylethyl ester). Yield: 94.5%. As a reaction SMILES: [C:1]1([CH2:7][O:8][C:9]([NH:11][NH2:12])=[O:10])[CH:6]=[CH:5][CH:4]=[CH:3][CH:2]=1.Br[CH2:14][C:15]([O:17][C:18]([CH3:21])([CH3:20])[CH3:19])=[O:16].C(N(CC)C(C)C)(C)C>CN(C)C=O>[C:1]1([CH2:7][O:8][C:9]([NH:11][NH:12][CH2:14][C:15]([O:17][C:18]([CH3:21])([CH3:20])[CH3:19])=[O:16])=[O:10])[CH:2]=[CH:3][CH:4]=[CH:5][CH:6]=1. Procedure details: Into a stirred solution of 6.65 g (0.040 mol) of N-[(phenylmethoxy)carbonyl]hydrazine in 40 ml of dimethylformamide was dropped a solution of 8.58 g (0.044 mol) of t-butyl bromoacetate in 20 ml of dimethylformamide followed by a solution of 8.2 ml (0.048 mol) of N,N-diisopropylethylamine in 8 ml of dimethylformamide. After the mixture had been stirred at room temperature for one day, the solvent was distilled off in vacuo and the residue was taken up in ether and water. The organic layer was was...